From a dataset of the Open Reaction Database (ORD), a public repository of structured organic reaction records. describe an organic reaction: reactants, conditions, products, and yield The reactants are NC1=C(C=CC2=CC=CC=C12)N (1,2-diaminonaphthalene), C(C)(OCC)(OCC)OCC (triethyl orthoacetate). Run in C(C)O (ethanol). Product: CC1=NC2=C(N1)C1=CC=CC=C1C=C2 (2-methyl-1H-naphth[1,2-d]imidazole). RXN SMILES: [NH2:1][C:2]1[C:11]2[C:6](=[CH:7][CH:8]=[CH:9][CH:10]=2)[CH:5]=[CH:4][C:3]=1[NH2:12].[C:13](OCC)(OCC)(OCC)[CH3:14]>C(O)C>[CH3:13][C:14]1[NH:1][C:2]2[C:11]3[C:6]([CH:5]=[CH:4][C:3]=2[N:12]=1)=[CH:7][CH:8]=[CH:9][CH:10]=3. Procedure details: To a solution of 7.38 g of 1,2-diaminonaphthalene in 175 ml of ethanol was added 8.56 ml of triethyl orthoacetate and the reaction mixture heated to reflux for 3.5 hours. The solvent was removed in vacuo and the residue partitioned between chloroform and water. The organic phase was separated, dried over magnesium sulfate and concentrated to a dark oil, 9.0 g.